From a dataset of the Open Reaction Database (ORD), a public repository of structured organic reaction records. describe an organic reaction: reactants, conditions, products, and yield Starting materials: CCOCC (ether), [N+](=O)([O-])C1=CC=C(C(=O)O)C=C1 (4-nitrobenzoic acid), O (water), C1(CCCCC1)=NO (cyclohexanone oxime), oxime. Solvent: C(Cl)Cl (methylene chloride), C(Cl)Cl (methylene chloride). Reaction conditions: time 1 hour. Yields the product N(=O)C1(CCCCC1)OCC1=CC=C(C=C1)[N+](=O)[O-] (1-Nitroso-1-para-nitrobenzoxycyclohexane). The yield is 20.0%. As a reaction SMILES: [C:1]1(=[N:7][OH:8])[CH2:6][CH2:5][CH2:4][CH2:3][CH2:2]1.[N+:9]([C:12]1[CH:20]=[CH:19][C:15]([C:16](O)=[O:17])=[CH:14][CH:13]=1)([O-:11])=[O:10].O.CCOCC>C(Cl)Cl>[N:7]([C:1]1([O:17][CH2:16][C:15]2[CH:14]=[CH:13][C:12]([N+:9]([O-:11])=[O:10])=[CH:20][CH:19]=2)[CH2:6][CH2:5][CH2:4][CH2:3][CH2:2]1)=[O:8]. Reported procedure: A solution of cyclohexanone oxime (2.66 g, 23.51 mmol) in methylene chloride (50 mL) was added dropwise with stirring to a solution of LTA (10.42 g, 23.51 mmol) and 4-nitrobenzoic acid (39.29 g, 235.1 mmol) in methylene chloride (300 mL) at 0° C. A blue color gradually appeared with the addition of the oxime. After 1 h at 0° C., the reaction mixture was warmed to room temperature. After 3 h at room temperature, water (50 mL) was added and the organic layer was extracted with water (2×50 mL) and ... Starting materials: C(C)Br (ethyl bromide), FC1=C(C=CC=C1)C1=NC(C(N(C2=C1C=C(C=C2)[N+](=O)[O-])C)=O)(C)C (5-(o-fluorphenyl)-1,3-dihydro-1,3,3-trimethyl-7-nitro-2H-1,4-benzodiazepin-2-one), ClC1=C(C=CC=C1)C1=NC(C(N(C2=C1C=C(C=C2)[N+](=O)[O-])CC)=O)(C)C (5-(o-chlorophenyl)-1-ethyl-1,3-dihydro-3,3-dimethyl-7-nitro-2H-1,4-benzodiazepin-2-one). Solvent: CCOCC (ether). Product: ClC1=C(C=CC=C1)C1=NC(C(NC2=C1C=C(C=C2)[N+](=O)[O-])=O)(C)C (5-(o-chlorophenyl)-1,3-dihydro-3,3-dimethyl-7-nitro-2H-1,4-benzodiazepin-2-one). As a reaction SMILES: C(Br)C.FC1C=CC=CC=1C1C2C=C([N+]([O-])=O)C=CC=2N(C)C(=O)C(C)(C)N=1.[Cl:29][C:30]1[CH:35]=[CH:34][CH:33]=[CH:32][C:31]=1[C:36]1[C:42]2[CH:43]=[C:44]([N+:47]([O-:49])=[O:48])[CH:45]=[CH:46][C:41]=2[N:40](CC)[C:39](=[O:52])[C:38]([CH3:54])([CH3:53])[N:37]=1>CCOCC>[Cl:29][C:30]1[CH:35]=[CH:34][CH:33]=[CH:32][C:31]=1[C:36]1[C:42]2[CH:43]=[C:44]([N+:47]([O-:49])=[O:48])[CH:45]=[CH:46][C:41]=2[NH:40][C:39](=[O:52])[C:38]([CH3:54])([CH3:53])[N:37]=1. Reported procedure: From 1.7 g (0.005 mol) of 5-(o-chlorophenyl)-1,3-dihydro-3,3-dimethyl-7-nitro-2H-1,4-benzodiazepin-2-one and ethyl bromide there is obtained, in analogy to the details in paragraph (c) of Example 1, with a reaction period of 36 hours, 5-(o-chlorophenyl)-1-ethyl-1,3-dihydro-3,3-dimethyl-7-nitro-2H-1,4-benzodiazepin-2-one of melting point 174° (ether).